This data is from the Open Reaction Database (ORD), a public repository of structured organic reaction records. The task is: describe an organic reaction: reactants, conditions, products, and yield The reactants are ClC1=CC=C2C(=C(N(C2=C1F)C=1C=NN(C1)CC)C1CC1)SC=1C(=C(C(=O)O)C=CC1)F (3-((6-chloro-2-cyclopropyl-1-(1-ethyl-1H-pyrazol-4-yl)-7-fluoro-1H-indol-3-yl)thio)-2-fluorobenzoic acid), S(=O)(Cl)Cl (thionyl chloride), C(C)(C)(C)O (t-butylalcohol), C[Si](C)(C)C=[N+]=[N-] ((trimethylsilyl)diazomethane). Run in C1(=CC=CC=C1)C (toluene). Reaction conditions: temperature 85 celsius, time 2 hour. The product is ClC1=CC=C2C(=C(N(C2=C1F)C=1C=NN(C1)CC)C1CC1)SC=1C(=C(C=CC1)CC(=O)O)F (2-(3-((6-chloro-2-cyclopropyl-7-fluoro-1-(1-ethyl-1H-pyrazol-4-yl)-1H-indol-3-yl)thio)-2-fluorophenyl)acetic Acid). Reaction SMILES: [Cl:1][C:2]1[C:10]([F:11])=[C:9]2[C:5]([C:6]([S:22][C:23]3[C:24]([F:32])=[C:25]([CH:29]=[CH:30][CH:31]=3)C(O)=O)=[C:7]([CH:19]3[CH2:21][CH2:20]3)[N:8]2[C:12]2[CH:13]=[N:14][N:15]([CH2:17][CH3:18])[CH:16]=2)=[CH:4][CH:3]=1.S(Cl)(Cl)=[O:34].C[Si](C=[N+]=[N-])(C)C.[C:44]([OH:48])([CH3:47])(C)C>C1(C)C=CC=CC=1>[Cl:1][C:2]1[C:10]([F:11])=[C:9]2[C:5]([C:6]([S:22][C:23]3[C:24]([F:32])=[C:25]([CH2:47][C:44]([OH:48])=[O:34])[CH:29]=[CH:30][CH:31]=3)=[C:7]([CH:19]3[CH2:21][CH2:20]3)[N:8]2[C:12]2[CH:13]=[N:14][N:15]([CH2:17][CH3:18])[CH:16]=2)=[CH:4][CH:3]=1. Procedure details: To a stirred solution of 3-((6-chloro-2-cyclopropyl-1-(1-ethyl-1H-pyrazol-4-yl)-7-fluoro-1H-indol-3-yl)thio)-2-fluorobenzoic acid compound 1-34 (Example 9; 30 mg, 0.058 mmol) in toluene (2.0 mL) under inert atmosphere was added thionyl chloride (0.22 mL, 3.0 mmol) and the mixture was heated at 85° C. for 2 h. The volatiles were removed under reduced pressure and the residue was resuspended in toluene (2.0 mL) and (trimethylsilyl)diazomethane solution (2.0 M in hexanes, 0.88 mL, 0.88 mmol). After... Reactants: C(=O)(OCC)C1=CC=C(C=C1)N=C=S (4-carboethoxyphenyl isothiocyanate), [N-]=[N+]=[N-].[Na+] (sodium azide). Solvent: O (water). Reaction conditions: temperature 80 celsius. The product is C(=O)(OCC)C1=CC=C(C=C1)N1N=NN=C1S (1-(4-carboethoxyphenyl)-5-mercaptotetrazole). The yield is 55.0%. RXN SMILES: [C:1]([C:6]1[CH:11]=[CH:10][C:9]([N:12]=[C:13]=[S:14])=[CH:8][CH:7]=1)([O:3][CH2:4][CH3:5])=[O:2].[N-:15]=[N+:16]=[N-:17].[Na+]>O>[C:1]([C:6]1[CH:11]=[CH:10][C:9]([N:12]2[C:13]([SH:14])=[N:17][N:16]=[N:15]2)=[CH:8][CH:7]=1)([O:3][CH2:4][CH3:5])=[O:2] |f:1.2|. Reported procedure: 20 g of 4-carboethoxyphenyl isothiocyanate and 6.5 g of sodium azide are added to water and heated at 80° C. After 2 hours of reaction, the reaction mixture is filtered, cooled and acidified with hydrochloric acid to give crystals of 1-(4-carboethoxyphenyl)-5-mercaptotetrazole. To the crystals are added 5 equivalents of sodium hydroxide (1N NaOH in water) and the mixture is heated at 80° C. for 5 hours. After cooling, the reaction mixture is acidified with hydrochloric acid to cause crude crysta... RXN SMILES: [CH:1]1[C:18]2[C:5](=[C:6]([C:19]3[CH:20]=[C:21]([CH:24]=[CH:25][CH:26]=3)[CH2:22][Br:23])[C:7]3[C:16]([CH:17]=2)=[CH:15][C:14]2[C:9](=[CH:10][CH:11]=[CH:12][CH:13]=2)[CH:8]=3)[CH:4]=[CH:3][CH:2]=1.[CH3:27][N:28]([CH2:30][C:31]1[CH:36]=[CH:35][C:34]([C:37]#[N:38])=[CH:33][CH:32]=1)[CH3:29].[PH4+].[AsH4+]>C(#N)C.C(OCC)C>[Br-:23].[C:37]([C:34]1[CH:33]=[CH:32][C:31]([CH2:30][N+:28]([CH2:22][C:21]2[CH:24]=[CH:25][CH:26]=[C:19]([C:6]3[C:7]4[C:16](=[CH:15][C:14]5[C:9]([CH:8]=4)=[CH:10][CH:11]=[CH:12][CH:13]=5)[CH:17]=[C:18]4[C:5]=3[CH:4]=[CH:3][CH:2]=[CH:1]4)[CH:20]=2)([CH3:27])[CH3:29])=[CH:36][CH:35]=1)#[N:38] |f:6.7|. The solvent is C(C)#N (acetonitrile), C(C)OCC (diethyl ether). Reported procedure: A mixture of (B) and N,N-dimethyl-4-cyanobenzylamine in acetonitrile was refluxed for 2 hr. The reaction mixture was then poured into diethyl ether, and the crude product was collected by filtration. The crude product was recrystallized from ethanol. The same reaction can be used to prepare the corresponding phosphonium and arsonium salts. The reactants are [PH4+] (phosphonium), [AsH4+] (arsonium), C1=CC=CC2=C(C3=CC4=CC=CC=C4C=C3C=C12)C=1C=C(CBr)C=CC1 (3-[5-naphthacenyl]benzylbromide), CN(C)CC1=CC=C(C=C1)C#N (N,N-dimethyl-4-cyanobenzylamine). Product: [Br-].C(#N)C1=CC=C(C[N+](C)(C)CC2=CC(=CC=C2)C2=C3C=CC=CC3=CC3=CC4=CC=CC=C4C=C23)C=C1 (4-cyanobenzyl-3-[5-naphthacenyl]benzyldimethyl ammonium bromide).